From a dataset of the Open Reaction Database (ORD), a public repository of structured organic reaction records. describe an organic reaction: reactants, conditions, products, and yield The reactants are COC(=O)C1C=CCN2C(=O)C(C)(CCOC3CCCCO3)C(=O)N12, CO, Cl. Product: COC(=O)C1C=CCN2C(=O)C(C)(CCO)C(=O)N12. As a reaction SMILES: [CH3:1][C:2]1([CH2:17][CH2:18][O:19][CH:20]2[CH2:21][CH2:22][CH2:23][CH2:24][O:25]2)[C:3](=[O:16])[N:4]2[N:5]([CH2:6][CH:7]=[CH:8][CH:9]2[C:10](=[O:11])[O:12][CH3:13])[C:14]1=[O:15].[CH3:27][OH:28].[ClH:26]>>[CH3:1][C:2]1([CH2:17][CH2:18][OH:19])[C:3](=[O:16])[N:4]2[N:5]([CH2:6][CH:7]=[CH:8][CH:9]2[C:10](=[O:11])[O:12][CH3:13])[C:14]1=[O:15]. Reactants: CCI, COCC1C(CO)C1(C)c1cc(C(C)C)cc(C(C)C)c1. Product: CCOCC1C(CO)C1(C)c1cc(C(C)C)cc(C(C)C)c1. As a reaction SMILES: [CH2:22]([I:23])[CH3:24].[CH3:1][O:2][CH2:3][CH:4]1[C:5]([c:9]2[cH:10][c:11]([CH:18]([CH3:19])[CH3:20])[cH:12][c:13]([CH:15]([CH3:16])[CH3:17])[cH:14]2)([CH3:21])[CH:6]1[CH2:7][OH:8]>>[CH2:1]([O:2][CH2:3][CH:4]1[C:5]([c:9]2[cH:10][c:11]([CH:18]([CH3:19])[CH3:20])[cH:12][c:13]([CH:15]([CH3:16])[CH3:17])[cH:14]2)([CH3:21])[CH:6]1[CH2:7][OH:8])[CH3:22]. The reactants are C1(=CC=CC=C1)C(N1CC(C1)N1CCC(CC1)C(=O)N1CCOCC1)C1=CC=CC=C1 (4-({1-[1-(Diphenylmethyl)azetidin-3-yl]piperidin-4-yl}carbonyl)morpholine), C(=O)[O-].[NH4+] (ammonium formate). Reagents/catalysts: [OH-].[OH-].[Pd+2] (palladium hydroxide on carbon). Run in C(C)O (ethanol), resultant solution. Conditions: temperature 120 celsius. Product: N1CC(C1)N1CCC(CC1)C(=O)N1CCOCC1 (4-[(1-Azetidin-3-ylpiperidin-4-yl)carbonyl]morpholine). The yield is 43.4%. As a reaction SMILES: C1(C(C2C=CC=CC=2)[N:8]2[CH2:11][CH:10]([N:12]3[CH2:17][CH2:16][CH:15]([C:18]([N:20]4[CH2:25][CH2:24][O:23][CH2:22][CH2:21]4)=[O:19])[CH2:14][CH2:13]3)[CH2:9]2)C=CC=CC=1.C([O-])=O.[NH4+]>C(O)C.[OH-].[OH-].[Pd+2]>[NH:8]1[CH2:9][CH:10]([N:12]2[CH2:17][CH2:16][CH:15]([C:18]([N:20]3[CH2:21][CH2:22][O:23][CH2:24][CH2:25]3)=[O:19])[CH2:14][CH2:13]2)[CH2:11]1 |f:1.2,4.5.6|. Procedure: 4-({1-[1-(Diphenylmethyl)azetidin-3-yl]piperidin-4-yl}carbonyl)morpholine (0.44 g, 1.0 mmol) was dissolved in ethanol and to the resultant solution was added palladium hydroxide on carbon (0.15 g) and ammonium formate (0.27 g, 4.2 mmol). The reaction mixture was heated for 2 min at 120° C. using microwave single node heating. The catalyst was filtered off by means of a phase separator and the filter cake washed with ethanol. The solvent was removed by evaporation and the residue was dissolved in... Starting materials: BrC=1C=NC(=NC1)NC[C@H]1N(CCC1)C(=O)C=1N=C(SC1C1=CC=C(C=C1)F)C (1-{(S)-2-[(5-Bromo-pyrimidin-2-ylamino)-methyl]-pyrrolidin-1-yl}-1-[5-(4-fluoro-phenyl)-2-methyl-thiazol-4-yl]-methanone), [Cl-].[Li+] (lithium chloride), C[Sn](C)(C)C (tetramethyl tin), dichlorobis(triphenylphosphine) palladium (0). Solvent: CN(C=O)C (dimethylformamide). Conditions: temperature 100 celsius. Reaction SMILES: Br[C:2]1[CH:3]=[N:4][C:5]([NH:8][CH2:9][C@@H:10]2[CH2:14][CH2:13][CH2:12][N:11]2[C:15]([C:17]2[N:18]=[C:19]([CH3:29])[S:20][C:21]=2[C:22]2[CH:27]=[CH:26][C:25]([F:28])=[CH:24][CH:23]=2)=[O:16])=[N:6][CH:7]=1.[Cl-].[Li+].[CH3:32][Sn](C)(C)C>CN(C)C=O>[F:28][C:25]1[CH:26]=[CH:27][C:22]([C:21]2[S:20][C:19]([CH3:29])=[N:18][C:17]=2[C:15]([N:11]2[CH2:12][CH2:13][CH2:14][C@H:10]2[CH2:9][NH:8][C:5]2[N:4]=[CH:3][C:2]([CH3:32])=[CH:7][N:6]=2)=[O:16])=[CH:23][CH:24]=1 |f:1.2|. Procedure details: To the compound of Example 194 (0.36 g) in dimethylformamide was added lithium chloride (0.096 g), tetramethyl tin (0.126 ml) and dichlorobis(triphenylphosphine) palladium (0) (0.035 g) and the resulting mixture heated at 100° C. under argon for 18 h. The reaction was then evaporated, diluted with dichloromethane, filtered and the filtrate washed with water, dried and evaporated. Chromatography of the residue on silica gel, eluting with methanol-dichloromethane mixtures, afforded the title produ... Product: FC1=CC=C(C=C1)C1=C(N=C(S1)C)C(=O)N1[C@@H](CCC1)CNC1=NC=C(C=N1)C (1-[5-(4-Fluoro-phenyl)-2-methyl-thiazol-4-yl]-1-{(S)-2-[(5-methyl-pyrimidin-2-ylamino)-methyl]-pyrrolidin-1-yl}-methanone). Starting materials: CC(C)(C)[Si](C)(C)Cl, CC(C(=O)NC1=NN(C(=O)C(C)(C)C)C(CCCC(=O)NCCO)(c2ccccc2)S1)c1ccccc1, ClCCl, Cl, O, c1ccncc1. Product: CC(C(=O)NC1=NN(C(=O)C(C)(C)C)C(CCCC(=O)NCCO[Si](C)(C)C(C)(C)C)(c2ccccc2)S1)c1ccccc1. Reaction SMILES: [C:44]([CH3:45])([CH3:46])([CH3:47])[Si:48]([CH3:49])([CH3:50])[Cl:51].[CH3:1][C:2]([C:3](=[O:4])[N:5]1[C:6]([c:21]2[cH:22][cH:23][cH:24][cH:25][cH:26]2)([CH2:27][CH2:28][CH2:29][C:30](=[O:31])[NH:32][CH2:33][CH2:34][OH:35])[S:7][C:8]([NH:10][C:11]([CH:12]([CH3:13])[c:14]2[cH:15][cH:16][cH:17][cH:18][cH:19]2)=[O:20])=[N:9]1)([CH3:36])[CH3:37].[Cl:54][CH2:55][Cl:56].[ClH:52].[OH2:53].[cH:38]1[cH:39][cH:40][n:41][cH:42][cH:43]1>>[CH3:1][C:2]([C:3](=[O:4])[N:5]1[C:6]([c:21]2[cH:22][cH:23][cH:24][cH:25][cH:26]2)([CH2:27][CH2:28][CH2:29][C:30](=[O:31])[NH:32][CH2:33][CH2:34][O:35][Si:48]([C:44]([CH3:45])([CH3:46])[CH3:47])([CH3:49])[CH3:50])[S:7][C:8]([NH:10][C:11]([CH:12]([CH3:13])[c:14]2[cH:15][cH:16][cH:17][cH:18][cH:19]2)=[O:20])=[N:9]1)([CH3:36])[CH3:37]. Starting materials: O=C([O-])[O-], CNCCO, CN(C)C=O, CCOC(C)=O, ClCCCOCCc1ccc2sccc2c1, [K+], [K+], O. The product is CN(CCO)CCCOCCc1ccc2sccc2c1. Reaction SMILES: [C:22](=[O:23])([O-:24])[O-:25].[CH3:17][NH:18][CH2:19][CH2:20][OH:21].[CH3:29][N:30]([CH3:31])[CH:32]=[O:33].[CH3:34][CH2:35][O:36][C:37](=[O:38])[CH3:39].[Cl:1][CH2:2][CH2:3][CH2:4][O:5][CH2:6][CH2:7][c:8]1[cH:9][c:10]2[c:11]([s:12][cH:13][cH:14]2)[cH:15][cH:16]1.[K+:26].[K+:27].[OH2:28]>>[CH2:2]([CH2:3][CH2:4][O:5][CH2:6][CH2:7][c:8]1[cH:9][c:10]2[c:11]([s:12][cH:13][cH:14]2)[cH:15][cH:16]1)[N:18]([CH3:17])[CH2:19][CH2:20][OH:21]. Reactants: [O-][Br+2]([O-])O, CC(=O)O, CCC(=O)c1ccc(OC)cc1, CCOC(C)=O. Yields the product CCC(=O)c1ccc(O)cc1. As a reaction SMILES: [Br+2:17]([OH:18])([O-:19])[O-:20].[CH3:13][C:14](=[O:15])[OH:16].[CH3:1][O:2][c:3]1[cH:4][cH:5][c:6]([C:9]([CH2:10][CH3:11])=[O:12])[cH:7][cH:8]1.[CH3:21][CH2:22][O:23][C:24](=[O:25])[CH3:26]>>[OH:2][c:3]1[cH:4][cH:5][c:6]([C:9]([CH2:10][CH3:11])=[O:12])[cH:7][cH:8]1. Reactants: C, CCOC(C)CC(C)OCc1ccccc1, CCO, Cl, [Pd]. The product is CCOC(C)CC(C)O. Reaction SMILES: [C:21].[CH2:1]([CH3:2])[O:3][CH:4]([CH3:5])[CH2:6][CH:7]([CH3:8])[O:9][CH2:10][c:11]1[cH:12][cH:13][cH:14][cH:15][cH:16]1.[CH3:18][CH2:19][OH:20].[ClH:17].[Pd:22]>>[CH2:1]([CH3:2])[O:3][CH:4]([CH3:5])[CH2:6][CH:7]([CH3:8])[OH:9]. Reactants: [N+](=O)([O-])C=1C=C2C=CN(C2=CC1)CC1=CC=C(C(=O)N[C@@H](CC2=CC=CC=C2)C(=O)OCC)C=C1 (ethyl N-{4-[(5-nitro-1H-indol-1-yl)methyl]benzoyl}-L-phenylalaninate), NN (hydrazine). Reagents/catalysts: [Ni] (Raney® nickel). Solvent: C(C)O (ethanol), C1CCOC1 (THF). Run at time 2 hour. The product is NC=1C=C2C=CN(C2=CC1)CC1=CC=C(C(=O)N[C@@H](CC2=CC=CC=C2)C(=O)OCC)C=C1 (ethyl N-{4-[(5-amino-1H-indol-1-yl)methyl]benzoyl}phenylalaninate). As a reaction SMILES: [N+:1]([C:4]1[CH:5]=[C:6]2[C:10](=[CH:11][CH:12]=1)[N:9]([CH2:13][C:14]1[CH:35]=[CH:34][C:17]([C:18]([NH:20][C@H:21]([C:29]([O:31][CH2:32][CH3:33])=[O:30])[CH2:22][C:23]3[CH:28]=[CH:27][CH:26]=[CH:25][CH:24]=3)=[O:19])=[CH:16][CH:15]=1)[CH:8]=[CH:7]2)([O-])=O.NN>C(O)C.C1COCC1.[Ni]>[NH2:1][C:4]1[CH:5]=[C:6]2[C:10](=[CH:11][CH:12]=1)[N:9]([CH2:13][C:14]1[CH:15]=[CH:16][C:17]([C:18]([NH:20][C@H:21]([C:29]([O:31][CH2:32][CH3:33])=[O:30])[CH2:22][C:23]3[CH:28]=[CH:27][CH:26]=[CH:25][CH:24]=3)=[O:19])=[CH:34][CH:35]=1)[CH:8]=[CH:7]2. Procedure details: A large excess of Raney® nickel was added in portions to a stirred solution of ethyl N-{4-[(5-nitro-1H-indol-1-yl)methyl]benzoyl}-L-phenylalaninate (2.36 g, 5 mmol), and hydrazine (1.2 mL, 38 mmol) in 100 mL of ethanol and 15 mL of THF. After stirring at room temperature for 2 h the catalyst was then removed by filtering through a short pad of Celite®521. The filtrate was concentrated to give ethyl N-{4-[(5-amino-1H-indol-1-yl)methyl]benzoyl}phenylalaninate as an off-white solid: MS (ESI) m/z 44... The reactants are C(F)(F)(F)[Si](C)(C)C (CF3TMS), ClC=1C=C2C=3CCCC(C3NC2=C(C1)F)=O (6-chloro-8-fluoro-2,3,4,9-tetrahydro-1H-carbazol-1-one), [F-].[Cs+] (CsF). Conditions: temperature 0 celsius, time 6 hour. Isolated yield 8.3%. RXN SMILES: [Cl:1][C:2]1[CH:3]=[C:4]2[C:12](=[C:13]([F:15])[CH:14]=1)[NH:11][C:10]1[C:9](=[O:16])[CH2:8][CH2:7][CH2:6][C:5]2=1.[C:17]([Si](C)(C)C)([F:20])([F:19])[F:18].[F-].[Cs+]>C1COCC1>[Cl:1][C:2]1[CH:3]=[C:4]2[C:12](=[C:13]([F:15])[CH:14]=1)[NH:11][C:10]1[C:9]([C:17]([F:20])([F:19])[F:18])([OH:16])[CH2:8][CH2:7][CH2:6][C:5]2=1 |f:2.3|. The solvent is C1CCOC1 (THF). The product is ClC=1C=C2C=3CCCC(C3NC2=C(C1)F)(O)C(F)(F)F (6-Chloro-8-fluoro-1-(trifluoromethyl)-2,3,4,9-tetrahydro-1H-carbazol-1-ol). Procedure: To a solution of 6-chloro-8-fluoro-2,3,4,9-tetrahydro-1H-carbazol-1-one (0.15 g, 0.63 mmol) in anhydrous THF (12 mL), cooled to 0° C., CF3TMS (1 mL, 6.3 mmol) followed by CsF (0.28 g, 1.8 mmol) were added. The reaction mixture was stirred at 0° C. for 6 h, quenched with saturated NH4Cl (10 mL) and extracted with EtOAc (2×15 mL). The combined organic extracts were dried over Na2SO4 and concentrated under reduced pressure to obtain the crude material which was purified by column chromatography [Et...